This data is from the Open Reaction Database (ORD), a public repository of structured organic reaction records. The task is: describe an organic reaction: reactants, conditions, products, and yield Reactants: B, O=C1CC(c2ccc(Br)cc2)C1, CC1CCCN1, CCO, Cc1ccccc1, c1ccncc1. The product is CC1CCCN1C1CC(c2ccc(Br)cc2)C1. As a reaction SMILES: [BH3:25].[Br:1][c:2]1[cH:3][cH:4][c:5]([CH:8]2[CH2:9][C:10](=[O:12])[CH2:11]2)[cH:6][cH:7]1.[CH3:13][CH:14]1[NH:15][CH2:16][CH2:17][CH2:18]1.[CH3:26][CH2:27][OH:28].[CH3:29][c:30]1[cH:31][cH:32][cH:33][cH:34][cH:35]1.[n:19]1[cH:20][cH:21][cH:22][cH:23][cH:24]1>>[Br:1][c:2]1[cH:3][cH:4][c:5]([CH:8]2[CH2:9][CH:10]([N:15]3[CH:14]([CH3:13])[CH2:18][CH2:17][CH2:16]3)[CH2:11]2)[cH:6][cH:7]1.